This data is from the Open Reaction Database (ORD), a public repository of structured organic reaction records. The task is: describe an organic reaction: reactants, conditions, products, and yield The reactants are CCOC(C)=O, C1CNCCN1, CCCCCC, O=[N+]([O-])c1ccnc(Cl)c1, c1ccncc1. Yields the product O=[N+]([O-])c1ccnc(N2CCNCC2)c1. RXN SMILES: [C:23]([O:24][CH2:25][CH3:26])(=[O:27])[CH3:28].[CH2:11]1[CH2:12][NH:13][CH2:14][CH2:15][NH:16]1.[CH3:17][CH2:18][CH2:19][CH2:20][CH2:21][CH3:22].[Cl:1][c:2]1[n:3][cH:4][cH:5][c:6]([N+:8](=[O:9])[O-:10])[cH:7]1.[cH:29]1[cH:30][cH:31][n:32][cH:33][cH:34]1>>[c:2]1([N:13]2[CH2:12][CH2:11][NH:16][CH2:15][CH2:14]2)[n:3][cH:4][cH:5][c:6]([N+:8](=[O:9])[O-:10])[cH:7]1. Starting materials: [Al+3], [Cl-], [Cl-], [Cl-], O=C(Cl)CCl, Cl, S=C=S, COC(=O)C1(c2ccccc2)CC1. RXN SMILES: [Al+3:4].[Cl-:1].[Cl-:2].[Cl-:3].[Cl:18][CH2:19][C:20](=[O:21])[Cl:22].[ClH:26].[S:23]=[C:24]=[S:25].[c:5]1([C:11]2([C:14](=[O:15])[O:16][CH3:17])[CH2:12][CH2:13]2)[cH:6][cH:7][cH:8][cH:9][cH:10]1>>[c:5]1([C:11]2([C:14](=[O:15])[O:16][CH3:17])[CH2:12][CH2:13]2)[cH:6][cH:7][c:8]([C:20]([CH2:19][Cl:18])=[O:21])[cH:9][cH:10]1. Yields the product COC(=O)C1(c2ccc(C(=O)CCl)cc2)CC1. Starting materials: Fc1ccc(CBr)c(C(F)(F)F)c1, CCOC(C)=O, [H-], Nc1ncc(-c2ccc(C(=O)N3CCCC3CN3CCCC3)cc2)cc1O, [Na+]. Yields the product Nc1ncc(-c2ccc(C(=O)N3CCCC3CN3CCCC3)cc2)cc1OCc1ccc(F)cc1C(F)(F)F. RXN SMILES: [Br:30][CH2:31][c:32]1[c:33]([C:39]([F:40])([F:41])[F:42])[cH:34][c:35]([F:38])[cH:36][cH:37]1.[CH3:43][CH2:44][O:45][C:46]([CH3:47])=[O:48].[H-:28].[NH2:1][c:2]1[c:3]([OH:27])[cH:4][c:5](-[c:8]2[cH:9][cH:10][c:11]([C:14](=[O:15])[N:16]3[CH:17]([CH2:21][N:22]4[CH2:23][CH2:24][CH2:25][CH2:26]4)[CH2:18][CH2:19][CH2:20]3)[cH:12][cH:13]2)[cH:6][n:7]1.[Na+:29]>>[NH2:1][c:2]1[c:3]([O:27][CH2:31][c:32]2[c:33]([C:39]([F:40])([F:41])[F:42])[cH:34][c:35]([F:38])[cH:36][cH:37]2)[cH:4][c:5](-[c:8]2[cH:9][cH:10][c:11]([C:14](=[O:15])[N:16]3[CH:17]([CH2:21][N:22]4[CH2:23][CH2:24][CH2:25][CH2:26]4)[CH2:18][CH2:19][CH2:20]3)[cH:12][cH:13]2)[cH:6][n:7]1. The reactants are ClCCl, O=[Cr](=O)([O-])Cl, O, Cc1cc(F)ccc1C1CC2(CCC(O)N2C(=O)OCc2ccccc2)CCN1C(=O)N(C)C(C)c1cc(C(F)(F)F)cc(C(F)(F)F)c1, c1cc[nH+]cc1. RXN SMILES: [Cl:62][CH2:63][Cl:64].[O:1]=[Cr:2]([Cl:3])([O-:4])=[O:5].[OH2:61].[c:12]1([CH2:18][O:19][C:20](=[O:21])[N:22]2[CH:23]([OH:60])[CH2:24][CH2:25][C:26]23[CH2:27][CH:28]([c:52]2[c:53]([CH3:59])[cH:54][c:55]([F:58])[cH:56][cH:57]2)[N:29]([C:32](=[O:33])[N:34]([CH3:35])[CH:36]([CH3:37])[c:38]2[cH:39][c:40]([C:48]([F:49])([F:50])[F:51])[cH:41][c:42]([C:44]([F:45])([F:46])[F:47])[cH:43]2)[CH2:30][CH2:31]3)[cH:13][cH:14][cH:15][cH:16][cH:17]1.[nH+:6]1[cH:7][cH:8][cH:9][cH:10][cH:11]1>>[c:12]1([CH2:18][O:19][C:20](=[O:21])[N:22]2[C:23](=[O:60])[CH2:24][CH2:25][C:26]23[CH2:27][CH:28]([c:52]2[c:53]([CH3:59])[cH:54][c:55]([F:58])[cH:56][cH:57]2)[N:29]([C:32](=[O:33])[N:34]([CH3:35])[CH:36]([CH3:37])[c:38]2[cH:39][c:40]([C:48]([F:49])([F:50])[F:51])[cH:41][c:42]([C:44]([F:45])([F:46])[F:47])[cH:43]2)[CH2:30][CH2:31]3)[cH:13][cH:14][cH:15][cH:16][cH:17]1. The product is Cc1cc(F)ccc1C1CC2(CCC(=O)N2C(=O)OCc2ccccc2)CCN1C(=O)N(C)C(C)c1cc(C(F)(F)F)cc(C(F)(F)F)c1. The reactants are CCOc1nc(C(C)(C)C)ncc1C1=NC(C)(c2ccc(Cl)cc2)C(C)(c2ccc(Cl)cc2)N1C(=O)Cl, CS(=O)(=O)CCCN1CCNCC1. Yields the product CCOc1nc(C(C)(C)C)ncc1C1=NC(C)(c2ccc(Cl)cc2)C(C)(c2ccc(Cl)cc2)N1C(=O)N1CCN(CCCS(C)(=O)=O)CC1. Reaction SMILES: [C:1]([CH3:2])([CH3:3])([CH3:4])[c:5]1[n:6][cH:7][c:8]([C:14]2=[N:18][C:17]([CH3:19])([c:20]3[cH:21][cH:22][c:23]([Cl:26])[cH:24][cH:25]3)[C:16]([CH3:27])([c:28]3[cH:29][cH:30][c:31]([Cl:34])[cH:32][cH:33]3)[N:15]2[C:35](=[O:36])[Cl:37])[c:9]([O:11][CH2:12][CH3:13])[n:10]1.[CH3:38][S:39](=[O:40])(=[O:41])[CH2:42][CH2:43][CH2:44][N:45]1[CH2:46][CH2:47][NH:48][CH2:49][CH2:50]1>>[C:1]([CH3:2])([CH3:3])([CH3:4])[c:5]1[n:6][cH:7][c:8]([C:14]2=[N:18][C:17]([CH3:19])([c:20]3[cH:21][cH:22][c:23]([Cl:26])[cH:24][cH:25]3)[C:16]([CH3:27])([c:28]3[cH:29][cH:30][c:31]([Cl:34])[cH:32][cH:33]3)[N:15]2[C:35](=[O:36])[N:48]2[CH2:47][CH2:46][N:45]([CH2:44][CH2:43][CH2:42][S:39]([CH3:38])(=[O:40])=[O:41])[CH2:50][CH2:49]2)[c:9]([O:11][CH2:12][CH3:13])[n:10]1. Reactants: CO, [Li+], [OH-], CCCCCCCCc1ccc2c(c1)CC=C2CC(CO)(CO)NC(C)=O. The product is CCCCCCCCc1ccc2c(c1)CCC2CC(CO)(CO)NC(C)=O. RXN SMILES: [CH3:30][OH:31].[Li+:29].[OH-:28].[OH:1][CH2:2][C:3]([CH2:4][C:5]1=[CH:6][CH2:7][c:8]2[cH:9][c:10]([CH2:14][CH2:15][CH2:16][CH2:17][CH2:18][CH2:19][CH2:20][CH3:21])[cH:11][cH:12][c:13]21)([CH2:22][OH:23])[NH:24][C:25]([CH3:26])=[O:27]>>[OH:1][CH2:2][C:3]([CH2:4][CH:5]1[CH2:6][CH2:7][c:8]2[cH:9][c:10]([CH2:14][CH2:15][CH2:16][CH2:17][CH2:18][CH2:19][CH2:20][CH3:21])[cH:11][cH:12][c:13]21)([CH2:22][OH:23])[NH:24][C:25]([CH3:26])=[O:27]. Reactants: C1=CC(=CC(=C1)Cl)C(=O)OO (mCPBA), N1(CC=CC1)C(=O)OCC1=CC2=CC=CC=C2C=C1 (naphthalen-2-ylmethyl 2,5-dihydro-1H-pyrrole-1-carboxylate). Run in C(Cl)(Cl)Cl (chloroform), C(=O)(O)[O-].[Na+] (NaHCO3), C(Cl)(Cl)Cl (chloroform). Run at time 4 day. The product is C12CN(CC2O1)C(=O)OCC1=CC2=CC=CC=C2C=C1 (naphthalen-2-ylmethyl 6-oxa-3-azabicyclo[3.1.0]hexane-3-carboxylate). The yield is 43.6%. Reaction SMILES: C1C=C(Cl)C=C(C(OO)=[O:9])C=1.[N:12]1([C:17]([O:19][CH2:20][C:21]2[CH:30]=[CH:29][C:28]3[C:23](=[CH:24][CH:25]=[CH:26][CH:27]=3)[CH:22]=2)=[O:18])[CH2:16][CH:15]=[CH:14][CH2:13]1>C(Cl)(Cl)Cl.C([O-])(O)=O.[Na+]>[CH:14]12[O:9][CH:15]1[CH2:16][N:12]([C:17]([O:19][CH2:20][C:21]1[CH:30]=[CH:29][C:28]3[C:23](=[CH:24][CH:25]=[CH:26][CH:27]=3)[CH:22]=1)=[O:18])[CH2:13]2 |f:3.4|. Procedure: mCPBA (4.203 g, 17.04 mmol) was added to a solution of naphthalen-2-ylmethyl 2,5-dihydro-1H-pyrrole-1-carboxylate (2.15 g, 8.52 mmol) in chloroform (35 mL), and the reaction was stirred for 4 days. The reaction mixture was diluted with saturated NaHCO3 and chloroform, and the organic layer was washed with CHCl3, dried over sodium sulfate and condensed. The residue was purified by silica gel chromatography, eluting with a gradient from 1% EtOAc/DCM to 15% EtOAc/DCM, to provide the desired product... Product: Cc1ccc(N=Cc2ccc(S(N)(=O)=O)cc2)cc1C. RXN SMILES: [CH3:13][c:14]1[cH:15][cH:16][c:17]([NH2:18])[cH:19][c:20]1[CH3:21].[S:1]([NH2:2])(=[O:3])(=[O:4])[c:5]1[cH:6][cH:7][c:8]([CH:9]=[O:10])[cH:11][cH:12]1>>[S:1]([NH2:2])(=[O:3])(=[O:4])[c:5]1[cH:6][cH:7][c:8]([CH:9]=[N:18][c:17]2[cH:16][cH:15][c:14]([CH3:13])[c:20]([CH3:21])[cH:19]2)[cH:11][cH:12]1. Reactants: Cc1ccc(N)cc1C, NS(=O)(=O)c1ccc(C=O)cc1. The reactants are C1(=CC=CC2=CC=CC=C12)B(O)O (naphthylboronic acid), BrC=1C(=C(C(=O)OCC)C=CC1C(=O)OCC)Br (diethyl dibromoterephthalate), C([O-])([O-])=O.[K+].[K+] (potassium carbonate), N#N (N2). Reagents/catalysts: C=1C=CC(=CC1)[P](C=2C=CC=CC2)(C=3C=CC=CC3)[Pd]([P](C=4C=CC=CC4)(C=5C=CC=CC5)C=6C=CC=CC6)([P](C=7C=CC=CC7)(C=8C=CC=CC8)C=9C=CC=CC9)[P](C=1C=CC=CC1)(C=1C=CC=CC1)C=1C=CC=CC1 (Pd(PPh3)4). The solvent is C1(=CC=CC=C1)C (toluene), O (water), CCO (EtOH). Run at time 1 hour. Product: C1(=CC=CC2=CC=CC=C12)C1=C(C(=O)OCC)C=C(C(=C1)C(=O)OCC)C1=CC=CC2=CC=CC=C12 (Diethyl 2,5-dinaphth-1-ylterephthalate). As a reaction SMILES: [C:1]1(B(O)O)[C:10]2[C:5](=[CH:6][CH:7]=[CH:8][CH:9]=2)[CH:4]=[CH:3][CH:2]=1.Br[C:15]1[C:16](Br)=[C:17]([CH:23]=[CH:24][C:25]=1[C:26]([O:28][CH2:29][CH3:30])=[O:27])[C:18]([O:20][CH2:21][CH3:22])=[O:19].C(=O)([O-])[O-].[K+].[K+].N#N>C1(C)C=CC=CC=1.O.C1C=CC([P]([Pd]([P](C2C=CC=CC=2)(C2C=CC=CC=2)C2C=CC=CC=2)([P](C2C=CC=CC=2)(C2C=CC=CC=2)C2C=CC=CC=2)[P](C2C=CC=CC=2)(C2C=CC=CC=2)C2C=CC=CC=2)(C2C=CC=CC=2)C2C=CC=CC=2)=CC=1.CCO>[C:1]1([C:24]2[CH:23]=[C:17]([C:18]([O:20][CH2:21][CH3:22])=[O:19])[C:16]([C:9]3[C:10]4[C:5](=[CH:4][CH:3]=[CH:2][CH:1]=4)[CH:6]=[CH:7][CH:8]=3)=[CH:15][C:25]=2[C:26]([O:28][CH2:29][CH3:30])=[O:27])[C:10]2[C:5](=[CH:6][CH:7]=[CH:8][CH:9]=2)[CH:4]=[CH:3][CH:2]=1 |f:2.3.4,^1:51,53,72,91|. Reported procedure: 193.3 g (0.82 mol) of naphthylboronic acid, 180.4 g (474 mmol) of diethyl dibromoterephthalate and 315.9 g (2-29 mol) of potassium carbonate are initially introduced in a mixture of 850 ml of toluene and 850 ml of water and saturated with N2 for 30 min. After addition of 1.36 g (1.18 mmol) of Pd(PPh3)4, the mixture is heated at the boil for 4 h. After cooling to RT and addition of 400 ml of EtOH, the mixture is cooled to room temperature and stirred for 1 h, and the precipitate is filtered off w... The reactants are C(C)(=O)OCCN1C(C(N=C(C2=C1C=CC=C2)C2=C(C=CC=C2)F)NC(=O)OC(C)(C)C)=O ((3RS)-1-(2-acetoxyethyl)-3-tert-butoxycarbonylamino-5-(2-fluorophenyl)-2,3-dihydro-1H-1,4-benzodiazepin-2-one), C([O-])([O-])=O.[K+].[K+] (potassium carbonate). Solvent: C(C)O (ethanol). Conditions: time 3 hour. Product: OCCN1C(C(N=C(C2=C1C=CC=C2)C2=C(C=CC=C2)F)NC(=O)OC(C)(C)C)=O ((3RS)-1-(2-hydroxylethyl)-3-tert-butoxycarbonylamino-5-(2-fluorophenyl)-2, 3-dihydro-1H-1,4-benzodiazepin-2-one). The yield is 99.5%. As a reaction SMILES: C([O:4][CH2:5][CH2:6][N:7]1[C:13]2[CH:14]=[CH:15][CH:16]=[CH:17][C:12]=2[C:11]([C:18]2[CH:23]=[CH:22][CH:21]=[CH:20][C:19]=2[F:24])=[N:10][CH:9]([NH:25][C:26]([O:28][C:29]([CH3:32])([CH3:31])[CH3:30])=[O:27])[C:8]1=[O:33])(=O)C.C(=O)([O-])[O-].[K+].[K+]>C(O)C>[OH:4][CH2:5][CH2:6][N:7]1[C:13]2[CH:14]=[CH:15][CH:16]=[CH:17][C:12]=2[C:11]([C:18]2[CH:23]=[CH:22][CH:21]=[CH:20][C:19]=2[F:24])=[N:10][CH:9]([NH:25][C:26]([O:28][C:29]([CH3:31])([CH3:30])[CH3:32])=[O:27])[C:8]1=[O:33] |f:1.2.3|. Procedure details: To a solution of (3RS)-1-(2-acetoxyethyl)-3-tert-butoxycarbonylamino-5-(2-fluorophenyl)-2,3-dihydro-1H-1,4-benzodiazepin-2-one (0.83 g) in 85 % aqueous ethanol (20 ml) was added potassium carbonate (0.19 g). The mixture was warmed at 65°-70° C. under stirring for 3 hours. Ethanol was removed in vacuo from the reaction mixture and to the aqueous residue was added water (50 ml). The resultant precipitate was collected by filtration, washed with water and dried under reduced pressure to afford (3RS...